This data is from the Open Reaction Database (ORD), a public repository of structured organic reaction records. The task is: describe an organic reaction: reactants, conditions, products, and yield Starting materials: C1CCOC1, COc1ccc2c(Cl)nc(Cl)nc2c1C, [Na+], [OH-], O. The product is COc1ccc2c(O)nc(Cl)nc2c1C. RXN SMILES: [CH2:19]1[O:20][CH2:21][CH2:22][CH2:23]1.[Cl:3][c:4]1[n:5][c:6]2[c:7]([CH3:17])[c:8]([O:15][CH3:16])[cH:9][cH:10][c:11]2[c:12]([Cl:14])[n:13]1.[Na+:2].[OH-:1].[OH2:18]>>[OH:1][c:12]1[c:11]2[c:6]([n:5][c:4]([Cl:3])[n:13]1)[c:7]([CH3:17])[c:8]([O:15][CH3:16])[cH:9][cH:10]2. As a reaction SMILES: [CH2:1]([c:2]1[cH:3][cH:4][cH:5][cH:6][cH:7]1)[O:8][C:9]([CH2:10][CH:11]([C:12](=[O:13])[NH:14][CH:15]([C:16]([CH3:17])([CH3:18])[CH3:19])[C:20]([NH:21][CH3:22])=[O:23])[n:24]1[cH:25][c:26](-[c:29]2[cH:30][cH:31][cH:32][cH:33][cH:34]2)[cH:27][cH:28]1)=[O:35].[CH3:36][O:37][CH:38]1[CH:39]([c:40]2[cH:41][cH:42][c:43](-[c:49]3[cH:50][cH:51][c:52]([C:55]#[N:56])[cH:53][cH:54]3)[cH:44][cH:45]2)[CH2:46][CH:47]([O:48][CH3:57])[O:58]1>>[CH2:1]([c:2]1[cH:3][cH:4][cH:5][cH:6][cH:7]1)[O:8][C:9]([CH2:10][CH:11]([C:12](=[O:13])[NH:14][CH:15]([C:16]([CH3:17])([CH3:18])[CH3:19])[C:20]([NH:21][CH3:22])=[O:23])[n:24]1[cH:25][c:26](-[c:29]2[cH:30][cH:31][c:32](-[c:49]3[cH:50][cH:51][c:52]([C:55]#[N:56])[cH:53][cH:54]3)[cH:33][cH:34]2)[cH:27][cH:28]1)=[O:35]. The product is CNC(=O)C(NC(=O)C(CC(=O)OCc1ccccc1)n1ccc(-c2ccc(-c3ccc(C#N)cc3)cc2)c1)C(C)(C)C. The reactants are CNC(=O)C(NC(=O)C(CC(=O)OCc1ccccc1)n1ccc(-c2ccccc2)c1)C(C)(C)C, COC1CC(c2ccc(-c3ccc(C#N)cc3)cc2)C(OC)O1. The reactants are C1(CCCCC1)C=1C=2C=CC(=CC2N2C1C1=C(CNCC2)C=C(C=C1)F)C(=O)OC (methyl 14-cyclohexyl-3-fluoro-5,6,7,8-tetrahydroindolo[2,1-a][2,5]benzodiazocine-11-carboxylate), CN1[C@@H](C(=O)O)CCC1 (1-methyl-D-proline), CCN(C(C)C)C(C)C (DIPEA), CN(C)C(=[N+](C)C)ON1C2=C(C=CC=C2)N=N1.[B-](F)(F)(F)F (TBTU). Run in C(Cl)Cl (DCM), C(Cl)Cl (DCM). Reaction conditions: time 8 hour. Product: C1(CCCCC1)C=1C=2C=CC(=CC2N2C1C1=C(CN(CC2)C([C@@H]2N(CCC2)C)=O)C=C(C=C1)F)C(=O)OC (methyl 14-cyclohexyl-3-fluoro-6-(1-methyl-D-prolyl)-5,6,7,8-tetrahydroindolo[2,1-a][2,5]benzodiazocine-11-carboxylate). Reaction SMILES: [CH:1]1([C:7]2[C:8]3[CH:9]=[CH:10][C:11]([C:27]([O:29][CH3:30])=[O:28])=[CH:12][C:13]=3[N:14]3[CH2:21][CH2:20][NH:19][CH2:18][C:17]4[CH:22]=[C:23]([F:26])[CH:24]=[CH:25][C:16]=4[C:15]=23)[CH2:6][CH2:5][CH2:4][CH2:3][CH2:2]1.[CH3:31][N:32]1[CH2:39][CH2:38][CH2:37][C@@H:33]1[C:34](O)=[O:35].CCN(C(C)C)C(C)C.CN(C(ON1N=NC2C=CC=CC1=2)=[N+](C)C)C.[B-](F)(F)(F)F>C(Cl)Cl>[CH:1]1([C:7]2[C:8]3[CH:9]=[CH:10][C:11]([C:27]([O:29][CH3:30])=[O:28])=[CH:12][C:13]=3[N:14]3[CH2:21][CH2:20][N:19]([C:34](=[O:35])[C@H:33]4[CH2:37][CH2:38][CH2:39][N:32]4[CH3:31])[CH2:18][C:17]4[CH:22]=[C:23]([F:26])[CH:24]=[CH:25][C:16]=4[C:15]=23)[CH2:2][CH2:3][CH2:4][CH2:5][CH2:6]1 |f:3.4|. Procedure: To a solution of 1 eq of methyl-14-cyclohexyl-3-fluoro-5,6,7,8-tetrahydroindolo[2,1-a][2,5]benzodiazocin-11-carboxylate (prepared as described in Example 18, Step 5) in DCM (0.06 M), 1.5 eq of 1-methyl-D-proline (prepared according to literature precedent J. Org. Chem. 2003, 68, 2652) in DCM (0.2 M), 1.5 eq of DIPEA and 1.5 eq of TBTU were added and the mixture stirred at RT overnight. Volatiles were removed in vacuo and the crude was used in the next step without further purification; MS (ES+) ... Reactants: [Br-], C1CCOC1, CON(C)C(=O)C1CN(C(=O)OC(C)(C)C)C1, Fc1cc(F)cc([Mg+])c1. Reaction SMILES: [Br-:18].[CH2:28]1[O:29][CH2:30][CH2:31][CH2:32]1.[CH3:1][O:2][N:3]([C:4](=[O:5])[CH:6]1[CH2:7][N:8]([C:10](=[O:11])[O:12][C:13]([CH3:14])([CH3:15])[CH3:16])[CH2:9]1)[CH3:17].[F:19][c:20]1[cH:21][c:22]([Mg+:27])[cH:23][c:24]([F:26])[cH:25]1>>[C:4](=[O:5])([CH:6]1[CH2:7][N:8]([C:10](=[O:11])[O:12][C:13]([CH3:14])([CH3:15])[CH3:16])[CH2:9]1)[c:22]1[cH:21][c:20]([F:19])[cH:25][c:24]([F:26])[cH:23]1. The product is CC(C)(C)OC(=O)N1CC(C(=O)c2cc(F)cc(F)c2)C1. The reactants are CC(=O)O[BH-](OC(C)=O)OC(C)=O, CNC, CCn1cc(-c2ccnc3c2cc(-c2cccc(C=O)c2)n3S(=O)(=O)c2ccccc2)c(-c2ccc([N+](=O)[O-])cc2)n1, [Na+], C1CCOC1. Product: CCn1cc(-c2ccnc3c2cc(-c2cccc(CN(C)C)c2)n3S(=O)(=O)c2ccccc2)c(-c2ccc([N+](=O)[O-])cc2)n1. RXN SMILES: [C:46]([O:47][BH-:48]([O:49][C:50](=[O:51])[CH3:52])[O:53][C:54](=[O:55])[CH3:56])(=[O:57])[CH3:58].[CH3:43][NH:44][CH3:45].[N+:1](=[O:2])([O-:3])[c:4]1[cH:5][cH:6][c:7](-[c:10]2[n:11][n:12]([CH2:41][CH3:42])[cH:13][c:14]2-[c:15]2[c:16]3[c:17]([n:18][cH:19][cH:20]2)[n:21]([S:32](=[O:33])(=[O:34])[c:35]2[cH:36][cH:37][cH:38][cH:39][cH:40]2)[c:22](-[c:24]2[cH:25][c:26]([CH:30]=[O:31])[cH:27][cH:28][cH:29]2)[cH:23]3)[cH:8][cH:9]1.[Na+:59].[O:60]1[CH2:61][CH2:62][CH2:63][CH2:64]1>>[N+:1](=[O:2])([O-:3])[c:4]1[cH:5][cH:6][c:7](-[c:10]2[n:11][n:12]([CH2:41][CH3:42])[cH:13][c:14]2-[c:15]2[c:16]3[c:17]([n:18][cH:19][cH:20]2)[n:21]([S:32](=[O:33])(=[O:34])[c:35]2[cH:36][cH:37][cH:38][cH:39][cH:40]2)[c:22](-[c:24]2[cH:25][c:26]([CH2:30][N:44]([CH3:43])[CH3:45])[cH:27][cH:28][cH:29]2)[cH:23]3)[cH:8][cH:9]1. Reactants: [BH4-], CC(C)(C(=O)C=CBr)c1ccccc1, CO, [Na+]. Product: CC(C)(c1ccccc1)C(O)C=CBr. RXN SMILES: [BH4-:15].[Br:1][CH:2]=[CH:3][C:4]([C:5]([CH3:6])([c:7]1[cH:8][cH:9][cH:10][cH:11][cH:12]1)[CH3:13])=[O:14].[CH3:17][OH:18].[Na+:16]>>[Br:1][CH:2]=[CH:3][CH:4]([C:5]([CH3:6])([c:7]1[cH:8][cH:9][cH:10][cH:11][cH:12]1)[CH3:13])[OH:14]. The reactants are COc1cc2c(=O)n(COC(=O)C(C)(C)C)cnc2cc1OCC1CCN(CCS(C)(=O)=O)CC1, CO, Cl, [Na+], [OH-]. Yields the product COc1cc2c(=O)[nH]cnc2cc1OCC1CCN(CCS(C)(=O)=O)CC1. Reaction SMILES: [CH3:1][O:2][c:3]1[cH:4][c:5]2[c:6](=[O:35])[n:7]([CH2:27][O:28][C:29](=[O:30])[C:31]([CH3:32])([CH3:33])[CH3:34])[cH:8][n:9][c:10]2[cH:11][c:12]1[O:13][CH2:14][CH:15]1[CH2:16][CH2:17][N:18]([CH2:21][CH2:22][S:23](=[O:24])(=[O:25])[CH3:26])[CH2:19][CH2:20]1.[CH3:39][OH:40].[ClH:38].[Na+:37].[OH-:36]>>[CH3:1][O:2][c:3]1[cH:4][c:5]2[c:6](=[O:35])[nH:7][cH:8][n:9][c:10]2[cH:11][c:12]1[O:13][CH2:14][CH:15]1[CH2:16][CH2:17][N:18]([CH2:21][CH2:22][S:23](=[O:24])(=[O:25])[CH3:26])[CH2:19][CH2:20]1.